Dataset: the Open Reaction Database (ORD), a public repository of structured organic reaction records. Task: describe an organic reaction: reactants, conditions, products, and yield Reactants: C(C)OC(=O)C=1N=C(N(C1C(O)C1=CC=C(C=C1)Cl)C(C)C)Br (2-bromo-5-[(4-chlorophenyl)-hydroxy-methyl]-1-isopropyl-1H-imidazole-4-carboxylic acid ethyl ester), C(C)OC(=O)C=1N=C(N(C1C(O)C1=CC=C(C=C1)Cl)C(C)C)Br (2-bromo-5-[(4-chlorophenyl)-hydroxy-methyl]-1-isopropyl-1H-imidazole-4-carboxylic acid ethyl ester), NC=1C=NC=C(C1)Cl (3-amino-5-chloro-pyridine). Product: C(C)OC(=O)C=1N=C(N(C1C(NC=1C=NC=C(C1)Cl)C1=CC=C(C=C1)Cl)C(C)C)Br (2-Bromo-5-[(4-chloro-phenyl)-(5-chloro-pyridin-3-ylamino)-methyl]-1-isopropyl-1H-imidazole-4-carboxylic acid ethyl ester). RXN SMILES: [CH2:1]([O:3][C:4]([C:6]1[N:7]=[C:8]([Br:23])[N:9]([CH:20]([CH3:22])[CH3:21])[C:10]=1[CH:11]([C:13]1[CH:18]=[CH:17][C:16]([Cl:19])=[CH:15][CH:14]=1)O)=[O:5])[CH3:2].[NH2:24][C:25]1[CH:26]=[N:27][CH:28]=[C:29]([Cl:31])[CH:30]=1>>[CH2:1]([O:3][C:4]([C:6]1[N:7]=[C:8]([Br:23])[N:9]([CH:20]([CH3:22])[CH3:21])[C:10]=1[CH:11]([C:13]1[CH:18]=[CH:17][C:16]([Cl:19])=[CH:15][CH:14]=1)[NH:24][C:25]1[CH:26]=[N:27][CH:28]=[C:29]([Cl:31])[CH:30]=1)=[O:5])[CH3:2]. Procedure details: The title compound was prepared in analogy to the procedure described for step E2 using 2-bromo-5-[(4-chloro-phenyl)-hydroxy-methyl]-1-isopropyl-1H-imidazole-4-carboxylic acid ethyl ester (intermediate B) and 3-amino-5-chloro-pyridine as starting materials. tR: 1.31 min (LC-MS 2); ESI-MS: 511.1/513.1 [M+H]+ (LC-MS 2). The reactants are solution, BrC=1C=C2C(=NC1)N=C(N2)C=2C=C(N)C=CC2Cl (3-[6-bromo-1H-imidazo[4,5-b]pyridin-2-yl]-4-chloroaniline), ClC(=O)OC(C)C (isopropyl chloroformate), N1=CC=CC=C1 (pyridine). Run in CN(C)C=O (DMF). Run at time 8 hour. The product is BrC=1C=C2C(=NC1)N=C(N2)C=2C=C(C=CC2Cl)NC(OC(C)C)=O (Isopropyl (3-(6-bromo-1H-imidazo[4,5-b]pyridin-2-yl)-4-chlorophenyl)carbamate). As a reaction SMILES: [Br:1][C:2]1[CH:3]=[C:4]2[NH:10][C:9]([C:11]3[CH:12]=[C:13]([CH:15]=[CH:16][C:17]=3[Cl:18])[NH2:14])=[N:8][C:5]2=[N:6][CH:7]=1.N1C=CC=CC=1.Cl[C:26]([O:28][CH:29]([CH3:31])[CH3:30])=[O:27]>CN(C=O)C>[Br:1][C:2]1[CH:3]=[C:4]2[NH:10][C:9]([C:11]3[CH:12]=[C:13]([NH:14][C:26](=[O:27])[O:28][CH:29]([CH3:31])[CH3:30])[CH:15]=[CH:16][C:17]=3[Cl:18])=[N:8][C:5]2=[N:6][CH:7]=1. Procedure details: To a suspension of 3-[6-bromo-1H-imidazo[4,5-b]pyridin-2-yl]-4-chloroaniline (I-2b) (1 g, 3.08 mmol, 1.00 equiv) in DMF (10 mL) at 0° C. was added 0.5 ml of pyridine followed by isopropyl chloroformate (solution 1M in toluene) (3.85 ml, 3.85 mmol, 1.25 equiv). The reaction mixture was stirred overnight at room temperature and then quenched by the addition of water. The resulting mixture was extracted with ethyl acetate and the combined organic layer was washed with brine, dried over anhydrous so... Starting materials: intermediate B, CN1CCN(CC1)C1(CCC1)C#N (1-(4-methyl-piperazin-1-yl)-cyclobutanecarbonitrile), CN1CCN(CC1)C1(CCC1)C#N (1-(4-methyl-piperazin-1-yl)-cyclobutanecarbonitrile), C1(=CC=CC=C1)[Li] (phenyllithium). Product: CN1CCN(CC1)C1(CCC1)C(C1=CC=CC=C1)N (C-[1-(4-Methyl-piperazin-1-yl)-cyclobutyl]-C-phenyl-methylamine). As a reaction SMILES: [CH3:1][N:2]1[CH2:7][CH2:6][N:5]([C:8]2([C:12]#[N:13])[CH2:11][CH2:10][CH2:9]2)[CH2:4][CH2:3]1.[C:14]1([Li])[CH:19]=[CH:18][CH:17]=[CH:16][CH:15]=1>>[CH3:1][N:2]1[CH2:7][CH2:6][N:5]([C:8]2([CH:12]([NH2:13])[C:14]3[CH:19]=[CH:18][CH:17]=[CH:16][CH:15]=3)[CH2:11][CH2:10][CH2:9]2)[CH2:4][CH2:3]1. Procedure details: The title compound, yellow liquid, MS: m/e=260.2 [(M+H)+], was prepared in accordance with the general method of intermediate B from 1-(4-methyl-piperazin-1-yl)-cyclobutanecarbonitrile (intermediate V) and phenyllithium. The reactants are C=CCN1CCC2(CC1)CCC(c1cccc(F)c1)(N(C)C)CC2, CN(C)C1(c2ccccc2)CCC2(CCNCC2)CC1. Product: CN(C)C1(c2cccc(F)c2)CCC2(CCNCC2)CC1. As a reaction SMILES: [CH2:1]([CH:2]=[CH2:3])[N:4]1[CH2:5][CH2:6][C:7]2([CH2:8][CH2:9]1)[CH2:10][CH2:11][C:12]([N:15]([CH3:16])[CH3:17])([c:18]1[cH:19][c:20]([F:24])[cH:21][cH:22][cH:23]1)[CH2:13][CH2:14]2.[CH3:25][N:26]([CH3:27])[C:28]1([c:29]2[cH:30][cH:31][cH:32][cH:33][cH:34]2)[CH2:35][CH2:36][C:37]2([CH2:38][CH2:39][NH:40][CH2:41][CH2:42]2)[CH2:43][CH2:44]1>>[NH:4]1[CH2:5][CH2:6][C:7]2([CH2:8][CH2:9]1)[CH2:10][CH2:11][C:12]([N:15]([CH3:16])[CH3:17])([c:18]1[cH:19][c:20]([F:24])[cH:21][cH:22][cH:23]1)[CH2:13][CH2:14]2. Reactants: Brc1ccccc1I, O=C([O-])[O-], COCCOC, CCO, COc1ccccc1B(O)O, [Na+], [Na+], c1ccc(P(c2ccccc2)(c2ccccc2)[Pd](P(c2ccccc2)(c2ccccc2)c2ccccc2)(P(c2ccccc2)(c2ccccc2)c2ccccc2)P(c2ccccc2)(c2ccccc2)c2ccccc2)cc1. Yields the product COc1ccccc1-c1ccccc1Br. RXN SMILES: [Br:1][c:2]1[c:3]([I:8])[cH:4][cH:5][cH:6][cH:7]1.[C:20](=[O:21])([O-:22])[O-:23].[CH3:26][O:27][CH2:28][CH2:29][O:30][CH3:31].[CH3:32][CH2:33][OH:34].[CH3:9][O:10][c:11]1[c:12]([B:17]([OH:18])[OH:19])[cH:13][cH:14][cH:15][cH:16]1.[Na+:24].[Na+:25].[cH:35]1[cH:36][cH:37][c:38]([P:39]([Pd:40]([P:41]([c:42]2[cH:43][cH:44][cH:45][cH:46][cH:47]2)([c:48]2[cH:49][cH:50][cH:51][cH:52][cH:53]2)[c:54]2[cH:55][cH:56][cH:57][cH:58][cH:59]2)([P:60]([c:61]2[cH:62][cH:63][cH:64][cH:65][cH:66]2)([c:67]2[cH:68][cH:69][cH:70][cH:71][cH:72]2)[c:73]2[cH:74][cH:75][cH:76][cH:77][cH:78]2)[P:79]([c:80]2[cH:81][cH:82][cH:83][cH:84][cH:85]2)([c:86]2[cH:87][cH:88][cH:89][cH:90][cH:91]2)[c:92]2[cH:93][cH:94][cH:95][cH:96][cH:97]2)([c:98]2[cH:99][cH:100][cH:101][cH:102][cH:103]2)[c:104]2[cH:105][cH:106][cH:107][cH:108][cH:109]2)[cH:110][cH:111]1>>[Br:1][c:2]1[c:3](-[c:12]2[c:11]([O:10][CH3:9])[cH:16][cH:15][cH:14][cH:13]2)[cH:4][cH:5][cH:6][cH:7]1. The reactants are COC(CC1=CC2=CC=C(C=C2C(=C1)OS(=O)(=O)C(F)(F)F)F)=O ((6-fluoro-4-trifluoromethanesulfonyloxy-naphthalen-2-yl)-acetic acid methyl ester), CS(=O)(=O)C1=CC=C(C=C1)N (4-methanesulfonyl-phenylamine), C1=CC=C(C=C1)P(C2=CC=CC=C2)C3=C(C4=CC=CC=C4C=C3)C5=C(C=CC6=CC=CC=C65)P(C7=CC=CC=C7)C8=CC=CC=C8 ((R)-(+)-2,2′-bis(diphenylphosphino)-1,1′-binaphthyl), C([O-])([O-])=O.[Cs+].[Cs+] (cesium carbonate). The reagents and catalysts are C=1C=CC(=CC1)/C=C/C(=O)/C=C/C2=CC=CC=C2.C=1C=CC(=CC1)/C=C/C(=O)/C=C/C2=CC=CC=C2.C=1C=CC(=CC1)/C=C/C(=O)/C=C/C2=CC=CC=C2.[Pd].[Pd] (tris(dibenzylideneacetone)dipalladium(0)). Run in CN(C=O)C (N,N-dimethylformamide), O (water). Run at temperature 160 celsius. Product: COC(CC1=CC2=CC=C(C=C2C(=C1)NC1=CC=C(C=C1)S(=O)(=O)C)F)=O ([6-fluoro-4-(4-methanesulfonyl-phenylamino)-naphthalen-2-yl]-acetic acid methyl ester). Yield: 69.9%. Reaction SMILES: [CH3:1][O:2][C:3](=[O:24])[CH2:4][C:5]1[CH:14]=[C:13](OS(C(F)(F)F)(=O)=O)[C:12]2[C:7](=[CH:8][CH:9]=[C:10]([F:23])[CH:11]=2)[CH:6]=1.[CH3:25][S:26]([C:29]1[CH:34]=[CH:33][C:32]([NH2:35])=[CH:31][CH:30]=1)(=[O:28])=[O:27].C1C=CC(P(C2C=CC3C(=CC=CC=3)C=2C2C3C(=CC=CC=3)C=CC=2P(C2C=CC=CC=2)C2C=CC=CC=2)C2C=CC=CC=2)=CC=1.C(=O)([O-])[O-].[Cs+].[Cs+]>CN(C)C=O.O.C1C=CC(/C=C/C(/C=C/C2C=CC=CC=2)=O)=CC=1.C1C=CC(/C=C/C(/C=C/C2C=CC=CC=2)=O)=CC=1.C1C=CC(/C=C/C(/C=C/C2C=CC=CC=2)=O)=CC=1.[Pd].[Pd]>[CH3:1][O:2][C:3](=[O:24])[CH2:4][C:5]1[CH:14]=[C:13]([NH:35][C:32]2[CH:31]=[CH:30][C:29]([S:26]([CH3:25])(=[O:28])=[O:27])=[CH:34][CH:33]=2)[C:12]2[C:7](=[CH:8][CH:9]=[C:10]([F:23])[CH:11]=2)[CH:6]=1 |f:3.4.5,8.9.10.11.12|. Procedure: To a solution of (6-fluoro-4-trifluoromethanesulfonyloxy-naphthalen-2-yl)-acetic acid methyl ester (115 mg, 0.31 mmol) and 4-methanesulfonyl-phenylamine (59 mg, 0.35 mmol) in N,N-dimethylformamide (3 mL), was added (R)-(+)-2,2′-bis(diphenylphosphino)-1,1′-binaphthyl (39 mg, 0.063 mmol), tris(dibenzylideneacetone)dipalladium(0) (14 mg, 0.016 mmol), and cesium carbonate (102 mg, 0.31 mmol). After being heated under microwave conditions (160° C., 15 minutes), the resulting mixture was diluted with ... Starting materials: Ru Al2O3, CC=1C=C(C=CC1)/C=C/C(=O)O ((2E)-3-(3-methylphenyl)acrylic acid). Run in C(C)(=O)O (acetic acid). Run at temperature 150 celsius, time 3 day. Yields the product CC1CC(CCC1)CCC(=O)O (3-(3-methylcyclohexyl)propanoic acid). Yield: 94.6%. As a reaction SMILES: [CH3:1][C:2]1[CH:3]=[C:4](/[CH:8]=[CH:9]/[C:10]([OH:12])=[O:11])[CH:5]=[CH:6][CH:7]=1>C(O)(=O)C>[CH3:1][CH:2]1[CH2:7][CH2:6][CH2:5][CH:4]([CH2:8][CH2:9][C:10]([OH:12])=[O:11])[CH2:3]1. Reported procedure: 5% Ru/Al2O3 (3 g, 5 wt %), (2E)-3-(3-methylphenyl)acrylic acid (60 g, 0.37 mol) and acetic acid (300 mL) were charged into a 500 mL autoclave vessel. The mixture was vigorously stirred under a hydrogen atmosphere (40 bar) at 150° C., for 3 days. The catalyst was filtered and the product was dissolved in ethyl acetate (500 mL), washed with water (500 mL) and brine (500 mL). The organic phase was dried over sodium sulphate, filtered and evaporated to yield crude 3-(3-methylcyclohexyl)propanoic aci... Starting materials: Cl, COc1ccc(Cn2ccnc2S)cc1[N+](=O)[O-], [Na+], [OH-]. Product: O=[N+]([O-])c1cc(Cn2ccnc2S)ccc1O. As a reaction SMILES: [ClH:19].[N+:1](=[O:2])([O-:3])[c:4]1[cH:5][c:6]([CH2:7][n:8]2[c:9]([SH:13])[n:10][cH:11][cH:12]2)[cH:14][cH:15][c:16]1[O:17][CH3:18].[Na+:21].[OH-:20]>>[N+:1](=[O:2])([O-:3])[c:4]1[cH:5][c:6]([CH2:7][n:8]2[c:9]([SH:13])[n:10][cH:11][cH:12]2)[cH:14][cH:15][c:16]1[OH:17]. Reactants: O=C(O)C(CC1CCCCC1)N1Cc2c(Cl)cccc2C1=O, O=C(Nc1nccs1)C(CC1CCCCC1)N1Cc2ccccc2C1=O, Nc1nccs1. Product: O=C(Nc1nccs1)C(CC1CCCCC1)N1Cc2c(Cl)cccc2C1=O. RXN SMILES: [CH:1]1([CH2:7][CH:8]([C:9](=[O:10])[OH:11])[N:12]2[C:13](=[O:22])[c:14]3[cH:15][cH:16][cH:17][c:18]([Cl:21])[c:19]3[CH2:20]2)[CH2:2][CH2:3][CH2:4][CH2:5][CH2:6]1.[CH:29]1([CH2:30][CH:31]([N:32]2[CH2:33][c:34]3[c:35]([cH:36][cH:37][cH:38][cH:39]3)[C:40]2=[O:41])[C:42]([NH:43][c:44]2[s:45][cH:46][cH:47][n:48]2)=[O:49])[CH2:50][CH2:51][CH2:52][CH2:53][CH2:54]1.[NH2:23][c:24]1[s:25][cH:26][cH:27][n:28]1>>[CH:1]1([CH2:7][CH:8]([C:9](=[O:11])[NH:23][c:24]2[s:25][cH:26][cH:27][n:28]2)[N:12]2[C:13](=[O:22])[c:14]3[cH:15][cH:16][cH:17][c:18]([Cl:21])[c:19]3[CH2:20]2)[CH2:2][CH2:3][CH2:4][CH2:5][CH2:6]1.